Task: describe an organic reaction: reactants, conditions, products, and yield. Dataset: the Open Reaction Database (ORD), a public repository of structured organic reaction records Reactants: O[C@H]1CC[C@H](CC1)NC1=C(C(=O)O)C=C(C=C1)[N+](=O)[O-] (2-(cis-4-hydroxycyclohexylamino)-5-nitrobenzoic acid), C1(CCCCC1)CN (cyclohexanemethylamine), 1-[3-(dimethylamino)propyl]-3-ethylcarbodiimde hydrochloride, ON1N=NC2=C1C=CC=C2 (1-hydroxybenzotriazole). The solvent is CN(C=O)C (dimethylformamide). Reaction conditions: time 18 hour. Yields the product C1(CCCCC1)CNC(C1=C(C=CC(=C1)[N+](=O)[O-])N[C@@H]1CC[C@@H](CC1)O)=O (N-cyclohexylmethyl-2-(cis-4-hydroxycyclohexylamino)-5-nitrobenzamide). The yield is 97.7%. As a reaction SMILES: [OH:1][C@@H:2]1[CH2:7][CH2:6][C@H:5]([NH:8][C:9]2[CH:17]=[CH:16][C:15]([N+:18]([O-:20])=[O:19])=[CH:14][C:10]=2[C:11]([OH:13])=O)[CH2:4][CH2:3]1.[CH:21]1([CH2:27][NH2:28])[CH2:26][CH2:25][CH2:24][CH2:23][CH2:22]1.ON1C2C=CC=CC=2N=N1>CN(C)C=O>[CH:21]1([CH2:27][NH:28][C:11](=[O:13])[C:10]2[CH:14]=[C:15]([N+:18]([O-:20])=[O:19])[CH:16]=[CH:17][C:9]=2[NH:8][C@H:5]2[CH2:4][CH2:3][C@@H:2]([OH:1])[CH2:7][CH2:6]2)[CH2:26][CH2:25][CH2:24][CH2:23][CH2:22]1. Reported procedure: A mixture of 2-(cis-4-hydroxycyclohexylamino)-5-nitrobenzoic acid (120 mg), cyclohexanemethylamine (53.3 mg), 1-[3-(dimethylamino)propyl]-3-ethylcarbodiimde hydrochloride (107 mg) and 1-hydroxybenzotriazole (81.0 mg) in anhydrous dimethylformamide (3 mL) was stirred for 18 hours at ambient temperature. The mixture was partitioned between water and ethyl acetate. The separated organic layer was washed with 1N-hydrochloric acid, water, an aqueous saturated sodium bicarbonate solution and brine, su...